From a dataset of the Open Reaction Database (ORD), a public repository of structured organic reaction records. describe an organic reaction: reactants, conditions, products, and yield Starting materials: CC1=CC=C(C=C1)S(=O)(=O)OCC[C@H]1[C@H](C1)C1CCN(CC1)C1=NC=C(C=N1)Cl (2-{(1S,2R)-2-[1-(5-chloropyrimidin-2-yl)piperidin-4-yl]cyclopropyl}ethyl 4-methylbenzenesulfonate), NC=1C=C2CNC(C2=CC1)=O (5-aminoisoindolin-1-one). The solvent is S1(=O)(=O)CCCC1 (sulfolane), O (water). Run at temperature 120 celsius, time 2 hour. The product is ClC=1C=NC(=NC1)N1CCC(CC1)[C@@H]1[C@@H](C1)CCNC=1C=C2CNC(C2=CC1)=O (5-[(2-{(1S,2S)-2-[1-(5-chloropyrimidin-2-yl)piperidin-4-yl]cyclopropyl}ethyl)amino]isoindolin-1-one). RXN SMILES: CC1C=CC(S(O[CH2:12][CH2:13][C@@H:14]2[CH2:16][C@@H:15]2[CH:17]2[CH2:22][CH2:21][N:20]([C:23]3[N:28]=[CH:27][C:26]([Cl:29])=[CH:25][N:24]=3)[CH2:19][CH2:18]2)(=O)=O)=CC=1.[NH2:30][C:31]1[CH:32]=[C:33]2[C:37](=[CH:38][CH:39]=1)[C:36](=[O:40])[NH:35][CH2:34]2>S1(CCCC1)(=O)=O.O>[Cl:29][C:26]1[CH:27]=[N:28][C:23]([N:20]2[CH2:19][CH2:18][CH:17]([C@H:15]3[CH2:16][C@H:14]3[CH2:13][CH2:12][NH:30][C:31]3[CH:32]=[C:33]4[C:37](=[CH:38][CH:39]=3)[C:36](=[O:40])[NH:35][CH2:34]4)[CH2:22][CH2:21]2)=[N:24][CH:25]=1. Procedure: 2-{(1S,2R)-2-[1-(5-chloropyrimidin-2-yl)piperidin-4-yl]cyclopropyl}ethyl 4-methylbenzenesulfonate from step 1 of Example 5 (100 mg, 0.23 mmol) was dissolved in sulfolane and 5-aminoisoindolin-1-one (68 mg, 0.46 mmol) from step 3 of this example added. The mixture was at stirred 110° C. for 3 and at 120° C. for 2 hours. The mixture was cooled to RT, diluted with 4:1 water:saturated sodium bicarbonate (40 ml), extracted with EtOAc (3×30 ml), the organic fractions combined, washed with brine, dried... The reactants are O (H2O), ClC1=C(C(=CC=C1F)OC)[C@@H](C)C1=CNC2=NC=C(C=C21)B2OC(C(O2)(C)C)(C)C (3-[(S)-1-(2-chloro-3-fluoro-6-methoxyphenyl)-ethyl]-5-(4,4,5,5-tetramethyl-[1,3,2]dioxaborolan-2-yl)-1H-pyrrolo[2,3-b]pyridine), BrC=1C(=NN(C1)C)C(F)(F)F (4-bromo-1-methyl-3-(trifluoromethyl)-1H-pyrazole), C(=O)([O-])[O-].[K+].[K+] (K2CO3). Reagents/catalysts: C=1C=CC(=CC1)[P](C=2C=CC=CC2)(C=3C=CC=CC3)[Pd]([P](C=4C=CC=CC4)(C=5C=CC=CC5)C=6C=CC=CC6)([P](C=7C=CC=CC7)(C=8C=CC=CC8)C=9C=CC=CC9)[P](C=1C=CC=CC1)(C=1C=CC=CC1)C=1C=CC=CC1 (Pd(PPh3)4). Solvent: O1CCOCC1 (dioxane). The product is ClC1=C(C(=CC=C1F)OC)[C@@H](C)C1=CNC2=NC=C(C=C21)C=2C(=NN(C2)C)C(F)(F)F (3-[(1S)-1-(2-Chloro-3-fluoro-6-methoxyphenyl)ethyl]-5-[1-methyl-3-(trifluoromethyl)-1H-pyrazol-4-yl]-1H-pyrrolo[2,3-b]pyridine). As a reaction SMILES: [Cl:1][C:2]1[C:7]([F:8])=[CH:6][CH:5]=[C:4]([O:9][CH3:10])[C:3]=1[C@H:11]([C:13]1[C:21]2[C:16](=[N:17][CH:18]=[C:19](B3OC(C)(C)C(C)(C)O3)[CH:20]=2)[NH:15][CH:14]=1)[CH3:12].Br[C:32]1[C:33]([C:38]([F:41])([F:40])[F:39])=[N:34][N:35]([CH3:37])[CH:36]=1.C([O-])([O-])=O.[K+].[K+].O>C1C=CC([P]([Pd]([P](C2C=CC=CC=2)(C2C=CC=CC=2)C2C=CC=CC=2)([P](C2C=CC=CC=2)(C2C=CC=CC=2)C2C=CC=CC=2)[P](C2C=CC=CC=2)(C2C=CC=CC=2)C2C=CC=CC=2)(C2C=CC=CC=2)C2C=CC=CC=2)=CC=1.O1CCOCC1>[Cl:1][C:2]1[C:7]([F:8])=[CH:6][CH:5]=[C:4]([O:9][CH3:10])[C:3]=1[C@H:11]([C:13]1[C:21]2[C:16](=[N:17][CH:18]=[C:19]([C:32]3[C:33]([C:38]([F:41])([F:40])[F:39])=[N:34][N:35]([CH3:37])[CH:36]=3)[CH:20]=2)[NH:15][CH:14]=1)[CH3:12] |f:2.3.4,^1:52,54,73,92|. Procedure details: A mixture of 3-[(S)-1-(2-chloro-3-fluoro-6-methoxyphenyl)-ethyl]-5-(4,4,5,5-tetramethyl-[1,3,2]dioxaborolan-2-yl)-1H-pyrrolo[2,3-b]pyridine (9.00 mg, 0.0209 mmol), 4-bromo-1-methyl-3-(trifluoromethyl)-1H-pyrazole (9.57 mg, 0.0418 mmol), Pd(PPh3)4 (1.21 mg, 0.00104 mmol), K2CO3 (0.00866 g, 0.0627 mmol) and 4:1 dioxane:H2O (0.8 mL, 8 mmol) was heated in a microwave reactor at 95° C. for 20 min. The solution was used directly for HPLC purification, and the fractions containing the pure product were... Starting materials: [Mn](=O)(=O)(=O)[O-].[K+] (Potassium permanganate), N1=CC=CC=C1 (pyridine), C(C1=CC=CC=C1)(=O)C=1C=CC(=C(C1)N(C(C)=O)C1=CC=C(C=C1)F)C (N-(5-benzoyl-2-methylphenyl)-N-(4-fluorophenyl)acetamide), C(C)(=O)OCC (ethyl acetate), [Mn](=O)(=O)(=O)[O-].[K+] (potassium permanganate), Cl (hydrochloric acid), [Mn](=O)(=O)(=O)[O-].[K+] (potassium permanganate), [Mn](=O)(=O)(=O)[O-].[K+] (potassium permanganate). Solvent: O (water). Product: C(C1=CC=CC=C1)(=O)C1=CC(=C(C(=O)O)C=C1)N(C(C)=O)C1=CC=C(C=C1)F (4-benzoyl-2-(N-(4-fluorophenyl)acetamido)benzoic acid). Reaction SMILES: [Mn]([O-])(=O)(=O)=O.[K+].N1C=CC=CC=1.[C:13]([C:21]1[CH:22]=[CH:23]C(C)=[C:25]([N:27]([C:31]2[CH:36]=[CH:35][C:34]([F:37])=[CH:33][CH:32]=2)[C:28](=[O:30])[CH3:29])[CH:26]=1)(=[O:20])[C:14]1[CH:19]=[CH:18][CH:17]=[CH:16][CH:15]=1.Cl.[C:40]([O:43]CC)(=[O:42])[CH3:41]>O>[C:13]([C:21]1[CH:22]=[CH:23][C:41]([C:40]([OH:43])=[O:42])=[C:25]([N:27]([C:31]2[CH:32]=[CH:33][C:34]([F:37])=[CH:35][CH:36]=2)[C:28](=[O:30])[CH3:29])[CH:26]=1)(=[O:20])[C:14]1[CH:15]=[CH:16][CH:17]=[CH:18][CH:19]=1 |f:0.1|. Procedure: Potassium permanganate 0.24 g was added to a mixed solution of pyridine 5.0 mL and water 5.0 mL of N-(5-benzoyl-2-methylphenyl)-N-(4-fluorophenyl)acetamide 0.52 g at room temperature, and it was heated and refluxed for 30 minutes. After the reaction mixture was cooled to room temperature, potassium permanganate 0.24 g was added to it, it was heated and refluxed for 30 minutes. After the reaction mixture was cooled to room temperature, potassium permanganate 0.24 g was added to it, it was heated ... The reactants are O=C1CCC(=O)N1Br, O=C(OOC(=O)c1ccccc1)c1ccccc1, Cc1ccc(C#N)cc1Cl, ClC(Cl)(Cl)Cl. Product: N#Cc1ccc(CBr)c(Cl)c1. Reaction SMILES: [Br:11][N:12]1[C:13](=[O:14])[CH2:15][CH2:16][C:17]1=[O:18].[C:19]([O:20][O:21][C:22](=[O:23])[c:24]1[cH:25][cH:26][cH:27][cH:28][cH:29]1)(=[O:30])[c:31]1[cH:32][cH:33][cH:34][cH:35][cH:36]1.[Cl:1][c:2]1[cH:3][c:4]([C:5]#[N:6])[cH:7][cH:8][c:9]1[CH3:10].[Cl:37][C:38]([Cl:39])([Cl:40])[Cl:41]>>[Cl:1][c:2]1[cH:3][c:4]([C:5]#[N:6])[cH:7][cH:8][c:9]1[CH2:10][Br:11]. The reactants are CCOC(C)=O, Fc1ccc(OCc2ccnc(Cl)c2)cc1, [H-], [Na+], C1CCOC1, OCc1ccccc1. Yields the product Fc1ccc(OCc2ccnc(OCc3ccccc3)c2)cc1. RXN SMILES: [CH3:32][CH2:33][O:34][C:35](=[O:36])[CH3:37].[Cl:1][c:2]1[n:3][cH:4][cH:5][c:6]([CH2:8][O:9][c:10]2[cH:11][cH:12][c:13]([F:16])[cH:14][cH:15]2)[cH:7]1.[H-:25].[Na+:26].[O:27]1[CH2:28][CH2:29][CH2:30][CH2:31]1.[OH:17][CH2:18][c:19]1[cH:20][cH:21][cH:22][cH:23][cH:24]1>>[c:2]1([O:17][CH2:18][c:19]2[cH:20][cH:21][cH:22][cH:23][cH:24]2)[n:3][cH:4][cH:5][c:6]([CH2:8][O:9][c:10]2[cH:11][cH:12][c:13]([F:16])[cH:14][cH:15]2)[cH:7]1.